This data is from the Open Reaction Database (ORD), a public repository of structured organic reaction records. The task is: describe an organic reaction: reactants, conditions, products, and yield Reactants: CCCc1cc2ccc(C(=O)OC)cc2[nH]1, CN(C)C=O, CC#N, O=C=NS(=O)(=O)Cl, O. Product: CCCc1[nH]c2cc(C(=O)OC)ccc2c1C#N. RXN SMILES: [CH2:1]([CH2:2][CH3:3])[c:4]1[nH:5][c:6]2[cH:7][c:8]([C:13](=[O:14])[O:15][CH3:16])[cH:9][cH:10][c:11]2[cH:12]1.[CH3:24][N:25]([CH3:26])[CH:27]=[O:28].[CH3:30][C:31]#[N:32].[Cl:17][S:18](=[O:20])([N:21]=[C:22]=[O:19])=[O:23].[OH2:29]>>[CH2:1]([CH2:2][CH3:3])[c:4]1[nH:5][c:6]2[cH:7][c:8]([C:13](=[O:14])[O:15][CH3:16])[cH:9][cH:10][c:11]2[c:12]1[C:22]#[N:21]. Starting materials: C1(=CC=CC=C1)CCCCOC1=CC=C(C=C1)/C=C/C1=CC=CC=2C(C=C(OC21)C(=O)N)=O (8-[(E)-2-[4-(4-phenylbutoxy)phenyl]-ethen-1-yl]-4-oxo-4H-1-benzopyran-2-carboxamide), P(=O)(Cl)(Cl)Cl (phosphorous oxychloride). The solvent is CN(C)C=O (DMF). The product is C1(=CC=CC=C1)CCCCOC1=CC=C(C=C1)/C=C/C1=CC=CC=2C(C=C(OC21)C#N)=O (8-[(E)-2-[4-(4-Phenylbutoxy)phenyl]ethen-1-yl]-4-oxo-4H-1-benzopyran-2-carbonitrile). The yield is 97.0%. Reaction SMILES: [C:1]1([CH2:7][CH2:8][CH2:9][CH2:10][O:11][C:12]2[CH:17]=[CH:16][C:15](/[CH:18]=[CH:19]/[C:20]3[C:29]4[O:28][C:27]([C:30]([NH2:32])=O)=[CH:26][C:25](=[O:33])[C:24]=4[CH:23]=[CH:22][CH:21]=3)=[CH:14][CH:13]=2)[CH:6]=[CH:5][CH:4]=[CH:3][CH:2]=1.P(Cl)(Cl)(Cl)=O>CN(C=O)C>[C:1]1([CH2:7][CH2:8][CH2:9][CH2:10][O:11][C:12]2[CH:17]=[CH:16][C:15](/[CH:18]=[CH:19]/[C:20]3[C:29]4[O:28][C:27]([C:30]#[N:32])=[CH:26][C:25](=[O:33])[C:24]=4[CH:23]=[CH:22][CH:21]=3)=[CH:14][CH:13]=2)[CH:6]=[CH:5][CH:4]=[CH:3][CH:2]=1. Procedure details: Following the process described in example 2 (point D), by reacting 8-[(E)-2-[4-(4-phenylbutoxy)phenyl]-ethen-1-yl]-4-oxo-4H-1-benzopyran-2-carboxamide with phosphorous oxychloride in DMF for 0.5 h at 0° C., the title compound was prepared (97% yield). Reactants: ClC1=CC=C(C=C1)NCCCOC1=CC=C(C(=O)OC)C=C1 (Methyl 4-[3-[N-(4-chlorophenyl)amino]propoxy]benzoate), [O-]C#N.[Na+] (sodium cyanate), acid. Reported procedure: Methyl 4-[3-[N-(4-chlorophenyl)amino]propoxy]benzoate (2.5 g) and sodium cyanate (1.02 g) were dissolved and suspended in benzene (7.5 g), and to the mixture was added dropwise trifuluoroacetic acid (1.19 g) under heating with stirring at 40° C. Three hours later, the reaction solution was concentrated under reduced pressure, and water was added to the residue. The resulting precipitate was crushed, and collected by filtration to give the desired product (2.82 g). mp. 141°-142° C. As a reaction SMILES: [Cl:1][C:2]1[CH:7]=[CH:6][C:5]([NH:8][CH2:9][CH2:10][CH2:11][O:12][C:13]2[CH:22]=[CH:21][C:16]([C:17]([O:19][CH3:20])=[O:18])=[CH:15][CH:14]=2)=[CH:4][CH:3]=1.[O-:23][C:24]#[N:25].[Na+]>C1C=CC=CC=1>[C:24]([N:8]([CH2:9][CH2:10][CH2:11][O:12][C:13]1[CH:14]=[CH:15][C:16]([C:17]([O:19][CH3:20])=[O:18])=[CH:21][CH:22]=1)[C:5]1[CH:4]=[CH:3][C:2]([Cl:1])=[CH:7][CH:6]=1)(=[O:23])[NH2:25] |f:1.2|. The yield is 99.4%. Run in C1=CC=CC=C1 (benzene). Reaction conditions: temperature 40 celsius. Yields the product C(N)(=O)N(C1=CC=C(C=C1)Cl)CCCOC1=CC=C(C(=O)OC)C=C1 (Methyl 4-[3-[N-carbamoyl-N-(4-chlorophenyl)amino]propoxy]benzoate). Yield: 79.4%. Product: C(C)(=O)N1CCC(CC1)C(=O)C1=CC=C(C=C1)C1=CC=C(C=C1)F (1-acetyl-4-[(4′-fluoro-[1,1′-biphenyl]-4-yl]carbonyl]piperidine). Run at time 1 hour. Procedure: 12.5 g of acetyl-4-piperidinecarbonyl chloride were added portionwise to a mixture of 10 g of 4-fluoro-1,1′-biphenyl, 17.5 g of aluminum-(III)-chloride and 60 g of 1,2-di-chloroethane. Upon completion, stirring was continued for 1 hour at reflux temperature. The reaction mixture was poured into a mixture of crushed ice and hydrochloric acid. The product was extracted with DCM. The extract was dried, filtered and evaporated. The residue was crystallized from 2-propanol. The product was filtered o... Solvent: ClCCCl (1,2-di-chloroethane). Reactants: Cl (hydrochloric acid), C(C)(=O)N1CCC(CC1)C(=O)Cl (acetyl-4-piperidinecarbonyl chloride), FC1=CC=C(C=C1)C1=CC=CC=C1 (4-fluoro-1,1′-biphenyl), [Cl-].[Al+3].[Cl-].[Cl-] (aluminum-(III)-chloride). Reaction SMILES: [C:1]([N:4]1[CH2:9][CH2:8][CH:7]([C:10](Cl)=[O:11])[CH2:6][CH2:5]1)(=[O:3])[CH3:2].[F:13][C:14]1[CH:19]=[CH:18][C:17]([C:20]2[CH:25]=[CH:24][CH:23]=[CH:22][CH:21]=2)=[CH:16][CH:15]=1.[Cl-].[Al+3].[Cl-].[Cl-].Cl>ClCCCl>[C:1]([N:4]1[CH2:9][CH2:8][CH:7]([C:10]([C:23]2[CH:22]=[CH:21][C:20]([C:17]3[CH:16]=[CH:15][C:14]([F:13])=[CH:19][CH:18]=3)=[CH:25][CH:24]=2)=[O:11])[CH2:6][CH2:5]1)(=[O:3])[CH3:2] |f:2.3.4.5|. Starting materials: CCOC(=O)c1ccc(CBr)cc1, O=C([O-])[O-], CCO, [I-], [K+], [K+], [Na+], [Na+], [OH-], Oc1cccc2occc12. The product is CCOC(=O)c1ccc(COc2cccc3occc23)cc1. As a reaction SMILES: [Br:11][CH2:12][c:13]1[cH:14][cH:15][c:16]([C:17](=[O:18])[O:19][CH2:20][CH3:21])[cH:22][cH:23]1.[C:24](=[O:25])([O-:26])[O-:27].[CH3:34][CH2:35][OH:36].[I-:31].[K+:28].[K+:29].[Na+:30].[Na+:33].[OH-:32].[OH:1][c:2]1[cH:3][cH:4][cH:5][c:6]2[c:7]1[cH:8][cH:9][o:10]2>>[O:1]([c:2]1[cH:3][cH:4][cH:5][c:6]2[c:7]1[cH:8][cH:9][o:10]2)[CH2:12][c:13]1[cH:14][cH:15][c:16]([C:17](=[O:18])[O:19][CH2:20][CH3:21])[cH:22][cH:23]1. Reactants: BrCCBr, CCCCCN1C(=O)Cc2ccccc21, CN(C)C=O, CO, [Cl-], [H-], [NH4+], [Na+]. Yields the product CCCCCN1C(=O)C2(CC2)c2ccccc21. Reaction SMILES: [Br:16][CH2:17][CH2:18][Br:19].[CH2:1]([CH2:2][CH2:3][CH2:4][CH3:5])[N:6]1[C:7](=[O:15])[CH2:8][c:9]2[cH:10][cH:11][cH:12][cH:13][c:14]21.[CH3:24][N:25]([CH3:26])[CH:27]=[O:28].[CH3:29][OH:30].[Cl-:22].[H-:20].[NH4+:23].[Na+:21]>>[CH2:1]([CH2:2][CH2:3][CH2:4][CH3:5])[N:6]1[C:7](=[O:15])[C:8]2([c:9]3[cH:10][cH:11][cH:12][cH:13][c:14]31)[CH2:17][CH2:18]2. Starting materials: OC1(C[C@H](N(C1)C(=O)OC(C)(C)C)C(=O)OC)C1=CC=CC=C1 (1-tert-Butyl 2-methyl (2S)-4-hydroxy-4-phenylpyrrolidine-1,2-dicarboxylate), FC(C(=O)O)(F)F (trifluoroacetic acid), C(Cl)Cl (methylene chloride), CO (methanol), [H][H] (hydrogen). The reagents and catalysts are [Pd] (Palladium). Yields the product C1(=CC=CC=C1)[C@H]1C[C@H](NC1)C(=O)OC (methyl (2S,4R)-4-phenylpyrrolidine-2-carboxylate). As a reaction SMILES: O[C:2]1([C:18]2[CH:23]=[CH:22][CH:21]=[CH:20][CH:19]=2)[CH2:6][N:5](C(OC(C)(C)C)=O)[C@H:4]([C:14]([O:16][CH3:17])=[O:15])[CH2:3]1.FC(F)(F)C(O)=O.C(Cl)Cl.CO.[H][H]>[Pd]>[C:18]1([C@@H:2]2[CH2:6][NH:5][C@H:4]([C:14]([O:16][CH3:17])=[O:15])[CH2:3]2)[CH:19]=[CH:20][CH:21]=[CH:22][CH:23]=1. Procedure: 1-tert-Butyl 2-methyl (2S)-4-hydroxy-4-phenylpyrrolidine-1,2-dicarboxylate (0.32 g, 0.0010 mol) was treated with trifluoroacetic acid (1.00 mL, 0.0130 mol) and methylene chloride (1.00 mL, 0.0156 mol) at rt for 4 h. The solvents were evaporated and the residue was dissolved in methanol (5.0 mL, 0.12 mol). Palladium (50.0 mg, 0.000470 mol) was added under nitrogen and the resulting mixture was hydrogenized with a hydrogen-gas-filled-balloon for 3 h. The mixture was filtered and the filtrate was c... Procedure details: The reaction was carried out under argon. Triethyl phosphate (1.43 g, 7.9 mmol; 1.2 eq.) and diphosphorus pentoxide (0.745 g; 0.8 eq.) were stirred at 40° C. overnight. The mixture was then diluted with MTBE (35 ml), and 3-[(2-hydroxyethyl)sulfonyl]-4-formylbenzonitrile (1.57 g, 6.6 mmol), 1-[3-(trifluoromethyl)phenyl]urea (1.34 g, 6.6 mmol) and allyl acetoacetate (1.4 g, 9.84 mmol; 1.5 eq.) were added. The mixture was stirred under reflux for 2 h. The reaction mixture was then concentrated by d... RXN SMILES: P(OCC)(OCC)(OCC)=O.O=P12OP3(OP(OP(O3)(O1)=O)(=O)O2)=O.[OH:26][CH2:27][CH2:28][S:29]([C:32]1[CH:33]=[C:34]([CH:37]=[CH:38][C:39]=1[CH:40]=O)[C:35]#[N:36])(=[O:31])=[O:30].[F:42][C:43]([F:55])([F:54])[C:44]1[CH:45]=[C:46]([NH:50][C:51]([NH2:53])=[O:52])[CH:47]=[CH:48][CH:49]=1.[C:56]([O:62][CH2:63][CH:64]=[CH2:65])(=[O:61])[CH2:57][C:58]([CH3:60])=O>CC(OC)(C)C>[C:35]([C:34]1[CH:37]=[CH:38][C:39]([CH:40]2[C:57]([C:56]([O:62][CH2:63][CH:64]=[CH2:65])=[O:61])=[C:58]([CH3:60])[N:50]([C:46]3[CH:47]=[CH:48][CH:49]=[C:44]([C:43]([F:54])([F:55])[F:42])[CH:45]=3)[C:51](=[O:52])[NH:53]2)=[C:32]([S:29]([CH2:28][CH2:27][OH:26])(=[O:30])=[O:31])[CH:33]=1)#[N:36]. Conditions: temperature 90 celsius. The solvent is CC(C)(C)OC (MTBE). The reactants are OCCS(=O)(=O)C=1C=C(C#N)C=CC1C=O (3-[(2-hydroxyethyl)sulfonyl]-4-formylbenzonitrile), FC(C=1C=C(C=CC1)NC(=O)N)(F)F (1-[3-(trifluoromethyl)phenyl]urea), C(CC(=O)C)(=O)OCC=C (allyl acetoacetate), P(=O)(OCC)(OCC)OCC (Triethyl phosphate), O=P12OP3(=O)OP(=O)(O1)OP(=O)(O2)O3 (diphosphorus pentoxide). Product: C(#N)C1=CC(=C(C=C1)C1NC(N(C(=C1C(=O)OCC=C)C)C1=CC(=CC=C1)C(F)(F)F)=O)S(=O)(=O)CCO (Allyl(rac)-4-[4-cyano-2-((2-hydroxyethyl)sulfonyl)phenyl]-6-methyl-2-oxo-1-[3-(trifluoromethyl)phenyl]-1,2,3,4-tetrahydropyrimidine-5-carboxylate).